This data is from the Open Reaction Database (ORD), a public repository of structured organic reaction records. The task is: describe an organic reaction: reactants, conditions, products, and yield The reactants are O=C([O-])[O-], COCCNCC(=O)N1CC(=O)N(c2cccc(Cl)c2C)C1, ClCc1cccc(Cl)c1, [Cs+], [Cs+], CN(C)C=O. Product: COCCN(CC(=O)N1CC(=O)N(c2cccc(Cl)c2C)C1)Cc1cccc(Cl)c1. Reaction SMILES: [C:32](=[O:33])([O-:34])[O-:35].[Cl:1][c:2]1[c:3]([CH3:22])[c:4]([N:8]2[CH2:9][N:10]([C:14]([CH2:15][NH:16][CH2:17][CH2:18][O:19][CH3:20])=[O:21])[CH2:11][C:12]2=[O:13])[cH:5][cH:6][cH:7]1.[Cl:23][c:24]1[cH:25][c:26]([CH2:30][Cl:31])[cH:27][cH:28][cH:29]1.[Cs+:36].[Cs+:37].[O:38]=[CH:39][N:40]([CH3:41])[CH3:42]>>[Cl:1][c:2]1[c:3]([CH3:22])[c:4]([N:8]2[CH2:9][N:10]([C:14]([CH2:15][N:16]([CH2:17][CH2:18][O:19][CH3:20])[CH2:30][c:26]3[cH:25][c:24]([Cl:23])[cH:29][cH:28][cH:27]3)=[O:21])[CH2:11][C:12]2=[O:13])[cH:5][cH:6][cH:7]1. The reactants are NC1CCCc2ccccc21, N#Cc1cccc(C=O)c1. The product is N#Cc1cccc(CNC2CCCc3ccccc32)c1. Reaction SMILES: [CH:11]1([NH2:21])[CH2:12][CH2:13][CH2:14][c:15]2[cH:16][cH:17][cH:18][cH:19][c:20]21.[CH:1](=[O:2])[c:3]1[cH:4][c:5]([C:6]#[N:7])[cH:8][cH:9][cH:10]1>>[CH2:1]([c:3]1[cH:4][c:5]([C:6]#[N:7])[cH:8][cH:9][cH:10]1)[NH:21][CH:11]1[CH2:12][CH2:13][CH2:14][c:15]2[cH:16][cH:17][cH:18][cH:19][c:20]21. The reactants are FC1(CCC(CC1)(C=1C=NC(=NC1)C)\C(\C)=N/O)F ((Z)-1-(4,4-difluoro-1-(2-methylpyrimidin-5-yl)cyclohexyl)ethanone oxime), N (NH3). The reagents and catalysts are [Ni] (Ni). Product: FC1(CCC(CC1)(C=1C=NC(=NC1)C)C(C)N)F (1-(4,4-difluoro-1-(2-methylpyrimidin-5-yl)cyclohexyl)ethanamine). The yield is 98.7%. RXN SMILES: [F:1][C:2]1([F:19])[CH2:7][CH2:6][C:5](/[C:15](=[N:17]\O)/[CH3:16])([C:8]2[CH:9]=[N:10][C:11]([CH3:14])=[N:12][CH:13]=2)[CH2:4][CH2:3]1.N>[Ni]>[F:19][C:2]1([F:1])[CH2:3][CH2:4][C:5]([CH:15]([NH2:17])[CH3:16])([C:8]2[CH:13]=[N:12][C:11]([CH3:14])=[N:10][CH:9]=2)[CH2:6][CH2:7]1. Procedure: A mixture of (Z)-1-(4,4-difluoro-1-(2-methylpyrimidin-5-yl)cyclohexyl)ethanone oxime (320 mg, 1.19 mmol) and aq.NH3 (2 mL) was hydrogenated with Raney Ni (300 mg) under H2 (50 Psi) for 3 h. The reaction mixture was filtered and concentrated. The residue was dissolved in EtOAc (15 mL), dried over Na2SO4 and concentrated to give 1-(4,4-difluoro-1-(2-methylpyrimidin-5-yl)cyclohexyl)ethanamine (300 mg), which was used for the next step directly. Reactants: C(C)(=O)C1=C(C(N(C1C1CCCCC1)C1=CC=C(C=C1)C)=O)O (4-acetyl-5-cyclohexyl-3-hydroxy-1-(4-methylphenyl)-1,5-dihydro-2H-pyrrol-2-one), C(=O)[O-].[NH4+] (ammonium formate), O (Water). Solvent: C(C)O (ethanol). Product: C(C)(=O)C1=C(C(N(C1C1CCCCC1)C1=CC=C(C=C1)C)=O)N (4-acetyl-5-cyclohexyl-3-amino-1-(4-methylphenyl)-1,5-dihydro-2H-pyrrol-2-one). Reaction SMILES: [C:1]([C:4]1[CH:8]([CH:9]2[CH2:14][CH2:13][CH2:12][CH2:11][CH2:10]2)[N:7]([C:15]2[CH:20]=[CH:19][C:18]([CH3:21])=[CH:17][CH:16]=2)[C:6](=[O:22])[C:5]=1O)(=[O:3])[CH3:2].C([O-])=O.[NH4+:27].O>C(O)C>[C:1]([C:4]1[CH:8]([CH:9]2[CH2:14][CH2:13][CH2:12][CH2:11][CH2:10]2)[N:7]([C:15]2[CH:20]=[CH:19][C:18]([CH3:21])=[CH:17][CH:16]=2)[C:6](=[O:22])[C:5]=1[NH2:27])(=[O:3])[CH3:2] |f:1.2|. Procedure: A reaction mixture of 4-acetyl-5-cyclohexyl-3-hydroxy-1-(4-methylphenyl)-1,5-dihydro-2H-pyrrol-2-one (139 mg, 0.44 mmol) and ammonium formate (342 mg, 4.44 mmol) in ethanol (0.2M, 2.2 ml) is heated at reflux for 16 hours. The solvent is removed in vacuo to give a white residue. Water is added to the residue to dissolve some of the white solid leaving a sandy-coloured precipitate. This mixture is then filtered, washed with a small amount of diethyl ether and dried under high vacuum at room temper...